This data is from the Open Reaction Database (ORD), a public repository of structured organic reaction records. The task is: describe an organic reaction: reactants, conditions, products, and yield Reactants: C(C)(=O)OC1=C(C=C(C=O)C=C1C(C)(C)C)C(C)(C)C (4-Acetoxy-3,5-di-tert-butylbenzaldehyde), hexanes EtOAc, C1=CC=CC=C1 (Benzene), C(C)(C)(C)NO (tert-butylhydroxylamine). Run in C(C)(=O)OCC (ethyl acetate). The product is C(C)(=O)OC1=C(C=C(C=C1C(C)(C)C)C=[N+]([O-])C(C)(C)C)C(C)(C)C (α-(4-Acetoxy-3,5-di-tert-butylphenyl)-N-tert-butylnitrone). The yield is 74.2%. As a reaction SMILES: [C:1]([O:4][C:5]1[C:12]([C:13]([CH3:16])([CH3:15])[CH3:14])=[CH:11][C:8]([CH:9]=O)=[CH:7][C:6]=1[C:17]([CH3:20])([CH3:19])[CH3:18])(=[O:3])[CH3:2].C1C=CC=CC=1.[C:27]([NH:31][OH:32])([CH3:30])([CH3:29])[CH3:28]>C(OCC)(=O)C>[C:1]([O:4][C:5]1[C:12]([C:13]([CH3:16])([CH3:15])[CH3:14])=[CH:11][C:8]([CH:9]=[N+:31]([C:27]([CH3:30])([CH3:29])[CH3:28])[O-:32])=[CH:7][C:6]=1[C:17]([CH3:20])([CH3:19])[CH3:18])(=[O:3])[CH3:2]. Procedure: 4-Acetoxy-3,5-di-tert-butylbenzaldehyde (113.16 g, 0.41 mol) was placed in a 2 L round-bottomed flask fitted with a magnetic stirrer. Benzene (500 mL) was added and the mixture was stirred until the solids dissolved. To the resulting red solution was added tert-butylhydroxylamine (43.80 g, 0.49 mol) and silica gel (20 g). The mixture was refluxed overnight at which time TLC showed no remaining starting material (Rf=0.31 for product and 0.80 for starting material using 3:1 hexanes/EtOAc). The ben... Starting materials: C(C)OC(=O)C1CCN(CC1)C(=O)C=1C=C(C(N2CCC3=C(C12)SC=C3)=O)C3=CC=CC=C3 (ethyl-1-[[4,5-dihydro-7-oxo-8-phenyl-7H-thieno[2,3-a]quinolizin-10-yl]carbonyl]-4-piperidinecarboxylate), [OH-].[Na+] (sodium hydroxide). Run in CO (methanol). Product: O=C1N2CCC3=C(C2=C(C=C1C1=CC=CC=C1)C(=O)N1CCC(CC1)C(=O)O)SC=C3 ([4,5-dihydro-7-oxo-8-phenyl-7H-thieno[2,3-a]-quinolizin-10-yl]carbonyl-4-piperidinecarboxylic acid). As a reaction SMILES: C([O:3][C:4]([CH:6]1[CH2:11][CH2:10][N:9]([C:12]([C:14]2[CH:15]=[C:16]([C:28]3[CH:33]=[CH:32][CH:31]=[CH:30][CH:29]=3)[C:17](=[O:27])[N:18]3[C:23]=2[C:22]2[S:24][CH:25]=[CH:26][C:21]=2[CH2:20][CH2:19]3)=[O:13])[CH2:8][CH2:7]1)=[O:5])C.[OH-].[Na+]>CO>[O:27]=[C:17]1[C:16]([C:28]2[CH:29]=[CH:30][CH:31]=[CH:32][CH:33]=2)=[CH:15][C:14]([C:12]([N:9]2[CH2:8][CH2:7][CH:6]([C:4]([OH:5])=[O:3])[CH2:11][CH2:10]2)=[O:13])=[C:23]2[N:18]1[CH2:19][CH2:20][C:21]1[CH:26]=[CH:25][S:24][C:22]=12 |f:1.2|. Reported procedure: A solution of 0.1 g of ethyl-1-[[4,5-dihydro-7-oxo-8-phenyl-7H-thieno[2,3-a]quinolizin-10-yl]carbonyl]-4-piperidinecarboxylate and 0.016 g of sodium hydroxide in 2 ml of methanol was heated under reflux for 3 hours. the mixture was then evaporated in vacuo, the residue was taken up in water and extracted with chloroform. The aqueous phase was made acid with 3N hydrochloric acid and extracted with ethyl acetate. The organic phase was dried over sodium sulfate and evaporated in vacuo, and there wa... Starting materials: C1=CC=CC1 (cyclopentadiene), C(C(C)C)C(=O)C (methyl isobutyl ketone), N1CCCC1 (pyrrolidine). Solvent: CO (methanol), CCOCC (ether), O (water). Product: CC(=C1C=CC=C1)CC(C)C (6-methyl-6-isobutylfulvene). Yield: 70.5%. RXN SMILES: [CH:1]1[CH2:5][CH:4]=[CH:3][CH:2]=1.[CH2:6]([C:10]([CH3:12])=O)[CH:7]([CH3:9])[CH3:8].N1CCCC1>CO.CCOCC.O>[CH3:12][C:10]([CH2:6][CH:7]([CH3:9])[CH3:8])=[C:2]1[CH:1]=[CH:5][CH:4]=[CH:3]1. Reported procedure: To a solution of 10.00 g (151.3 mmol) of cyclopentadiene in 30 ml of methanol, 18.9 ml (151.1 mmol) of methyl isobutyl ketone and 12.8 ml (153.3 mmol) of pyrrolidine were added with ice cooling, followed by stirring at room temperature for one night. After the reaction solution was diluted with 100 ml of ether, 50 ml of water was added. The organic phase was separated, washed with water and a saturated saline solution, then dried over anhydrous magnesium sulfate and filtered. From the filtrate, ... Product: Cc1ccc(-n2c(-c3ccccc3)cn(CCCCCCCC(=O)O)c2=O)cc1. Starting materials: COC(=O)CCCCCCCn1cc(-c2ccccc2)n(-c2ccc(C)cc2)c1=O, CO, [Na+], [OH-]. Reaction SMILES: [CH3:1][O:2][C:3]([CH2:4][CH2:5][CH2:6][CH2:7][CH2:8][CH2:9][CH2:10][n:11]1[c:12](=[O:29])[n:13](-[c:22]2[cH:23][cH:24][c:25]([CH3:28])[cH:26][cH:27]2)[c:14](-[c:16]2[cH:17][cH:18][cH:19][cH:20][cH:21]2)[cH:15]1)=[O:30].[CH3:33][OH:34].[Na+:32].[OH-:31]>>[O:2]=[C:3]([CH2:4][CH2:5][CH2:6][CH2:7][CH2:8][CH2:9][CH2:10][n:11]1[c:12](=[O:29])[n:13](-[c:22]2[cH:23][cH:24][c:25]([CH3:28])[cH:26][cH:27]2)[c:14](-[c:16]2[cH:17][cH:18][cH:19][cH:20][cH:21]2)[cH:15]1)[OH:30]. The reactants are C1(CCC1)N1CCN(CCC1)C(=O)[C@H]1NC[C@H](C1)OC1=CC=C(C=C1)F ((2S,4S)-2-(4-cyclobutyl-[1,4]diazepane-1-carbonyl)-4-(4-fluoro-phenoxy)-pyrrolidine), C=O (formaldehyde), [Na] (sodium). The solvent is C(C)O (ethanol), [OH-].[Na+] (NaOH). Conditions: time 18 hour. Yields the product CN1[C@@H](C[C@@H](C1)OC1=CC=C(C=C1)F)C(=O)N1CCN(CCC1)C1CCC1 ((2S,4S)-1-Methyl-2-(4-cyclobutyl-[1,4]diazepane-1-carbonyl)-4-(4-fluoro-phenoxy)-pyrrolidine). Yield: 63.0%. Reaction SMILES: [CH:1]1([N:5]2[CH2:11][CH2:10][CH2:9][N:8]([C:12]([C@@H:14]3[CH2:18][C@H:17]([O:19][C:20]4[CH:25]=[CH:24][C:23]([F:26])=[CH:22][CH:21]=4)[CH2:16][NH:15]3)=[O:13])[CH2:7][CH2:6]2)[CH2:4][CH2:3][CH2:2]1.[CH2:27]=O.[Na]>C(O)C.[OH-].[Na+]>[CH3:27][N:15]1[CH2:16][C@@H:17]([O:19][C:20]2[CH:21]=[CH:22][C:23]([F:26])=[CH:24][CH:25]=2)[CH2:18][C@H:14]1[C:12]([N:8]1[CH2:9][CH2:10][CH2:11][N:5]([CH:1]2[CH2:2][CH2:3][CH2:4]2)[CH2:6][CH2:7]1)=[O:13] |f:4.5,^1:28|. Reported procedure: To a solution of (2S,4S)-2-(4-cyclobutyl-[1,4]diazepane-1-carbonyl)-4-(4-fluoro-phenoxy)-pyrrolidine (26 mg, 0.072 mmol) in ethanol (EtOH; 1 mL) was added formaldehyde (37% in H2O; 150 μL) and sodium triacetoxyborohyrdide (46 mg, 0.216 mmol). After 18 h, the mixture was diluted with 1 M NaOH and, stirred for 1 h, and extracted with CH2Cl2 (3×). The combined organic layers were dried and concentrated. Purification by FCC provided the desired product (17 mg, 63%). MS (ESI): mass calcd. for C21H30F... The reactants are C(=O)O.C(C)(C)(C)OC(=O)N1C(=CC2=CC=C(C=C12)Cl)C1=CC(=CC=C1)C1(COCC(=N1)N)C (2-[3-(5-amino-3-methyl-3,6-dihydro-2H-[1,4]oxazin-3-yl)-phenyl]-6-chloro-indole-1-carboxylic acid tert-butyl ester formate), Cl (hydrochloric acid). Solvent: O1CCOCC1 (dioxane). Conditions: time 7 hour. Yields the product Cl.ClC1=CC=C2C=C(NC2=C1)C=1C=C(C=CC1)C1(N=C(COC1)N)C ((RS)-5-[3-(6-chloro-1H-indol-2-yl)-phenyl]-5-methyl-5,6-dihydro-2H-[1,4]oxazin-3-ylamine hydrochloride). Reaction SMILES: C(O)=O.C(OC([N:11]1[C:19]2[C:14](=[CH:15][CH:16]=[C:17]([Cl:20])[CH:18]=2)[CH:13]=[C:12]1[C:21]1[CH:26]=[CH:25][CH:24]=[C:23]([C:27]2([CH3:34])[N:32]=[C:31]([NH2:33])[CH2:30][O:29][CH2:28]2)[CH:22]=1)=O)(C)(C)C.Cl>O1CCOCC1>[ClH:20].[Cl:20][C:17]1[CH:18]=[C:19]2[C:14]([CH:13]=[C:12]([C:21]3[CH:22]=[C:23]([C:27]4([CH3:34])[CH2:28][O:29][CH2:30][C:31]([NH2:33])=[N:32]4)[CH:24]=[CH:25][CH:26]=3)[NH:11]2)=[CH:15][CH:16]=1 |f:0.1,4.5|. Procedure: A mixture of 2-[3-(5-amino-3-methyl-3,6-dihydro-2H-[1,4]oxazin-3-yl)-phenyl]-6-chloro-indole-1-carboxylic acid tert-butyl ester formate (12 mg, 0.02 mmol) and hydrochloric acid in dioxane (4M) was left at room temperature for 7 hours. For the workup, the solution was evaporated at reduced pressure and the residue dried at high vacuum to yield the (RS)-5-[3-(6-chloro-1H-indol-2-yl)-phenyl]-5-methyl-5,6-dihydro-2H-[1,4]oxazin-3-ylamine hydrochloride as an amorphous brown material. MS (ISP): m/z=34... Starting materials: CCCCO, CC(C)O, OC(CCCl)COc1ccccc1, Fc1ccc(N2CCNCC2)cc1, [Na+], [Na+], O=C([O-])[O-]. Product: OC(CCN1CCN(c2ccc(F)cc2)CC1)COc1ccccc1. As a reaction SMILES: [CH2:37]([OH:38])[CH2:39][CH2:40][CH3:41].[CH:33]([OH:34])([CH3:35])[CH3:36].[Cl:14][CH2:15][CH2:16][CH:17]([CH2:18][O:19][c:20]1[cH:21][cH:22][cH:23][cH:24][cH:25]1)[OH:26].[F:1][c:2]1[cH:3][cH:4][c:5]([N:8]2[CH2:9][CH2:10][NH:11][CH2:12][CH2:13]2)[cH:6][cH:7]1.[Na+:27].[Na+:28].[O-:29][C:30](=[O:31])[O-:32]>>[F:1][c:2]1[cH:3][cH:4][c:5]([N:8]2[CH2:9][CH2:10][N:11]([CH2:15][CH2:16][CH:17]([CH2:18][O:19][c:20]3[cH:21][cH:22][cH:23][cH:24][cH:25]3)[OH:26])[CH2:12][CH2:13]2)[cH:6][cH:7]1. The reactants are C(=O)(O)CCCC1=CC2=C(O1)C(=CC=C2)[N+](=O)[O-] (2-(3-carboxypropyl)-7-nitrobenzo[b]furan). Solvent: S(=O)(Cl)Cl (thionyl chloride), C1(=CC=CC=C1)C (toluene). Run at time 2 hour. Product: [N+](=O)([O-])C1=CC=CC=2C3=C(OC21)CCCC3=O (6-nitro-1-oxo-1,2,3,4-tetrahydrodibenzofuran). Isolated yield 60.8%. RXN SMILES: [C:1]([CH2:4][CH2:5][CH2:6][C:7]1[O:11][C:10]2[C:12]([N+:16]([O-:18])=[O:17])=[CH:13][CH:14]=[CH:15][C:9]=2[CH:8]=1)([OH:3])=O>S(Cl)(Cl)=O.C1(C)C=CC=CC=1>[N+:16]([C:12]1[C:10]2[O:11][C:7]3[CH2:6][CH2:5][CH2:4][C:1](=[O:3])[C:8]=3[C:9]=2[CH:15]=[CH:14][CH:13]=1)([O-:18])=[O:17]. Reported procedure: A solution of 2-(3-carboxypropyl)-7-nitrobenzo[b]furan (500 mg) in thionyl chloride (5 ml) was refluxed for 1.5 hours. The reaction mixture was diluted with toluene and concentrated in vacuo. The residue was dissolved in dichloromethane (15 ml) and to the mixture was added aluminum chloride (435 mg) at 4° C. The mixture was stirred at ambient temperature for 2 hours and partitioned between 1N-hydrochloric acid and dichloromethane. The organic layer was separated, washed with brine, dried over so... Starting materials: CC(C)(Br)C(=O)Nc1cccc(Br)c1O, CCOC(C)=O, [K+], [K+], O=C([O-])[O-], CN(C)C=O, O. Yields the product CC1(C)Oc2c(Br)cccc2NC1=O. RXN SMILES: [Br:1][C:2]([C:3](=[O:4])[NH:5][c:6]1[c:7]([OH:13])[c:8]([Br:12])[cH:9][cH:10][cH:11]1)([CH3:14])[CH3:15].[C:22]([O:23][CH2:24][CH3:25])(=[O:26])[CH3:27].[K+:16].[K+:17].[O-:18][C:19]([O-:20])=[O:21].[O:29]=[CH:30][N:31]([CH3:32])[CH3:33].[OH2:28]>>[C:2]1([CH3:14])([CH3:15])[C:3](=[O:4])[NH:5][c:6]2[c:7]([c:8]([Br:12])[cH:9][cH:10][cH:11]2)[O:13]1. Starting materials: ClC=1C=CC(N(N1)CCN(C)C)=O (6-Chloro-2-(2-dimethylamino-ethyl)-2H-pyridazin-3-one), C([O-])([O-])=O.[Cs+].[Cs+] (cesium carbonate), ClC=1C=C2C=C(NC2=CC1)S(=O)(=O)N1CCN(CC1)C(=O)C1=CC=C(C=C1)B(O)O (4-({4-[(5-Chloro-1H-indol-2-yl)sulphonyl]piperazin-1-yl}carbonyl)phenyl boronic acid). Reagents/catalysts: C1([P]([Pd][P](C2=CC=CC=C2)(C3=CC=CC=C3)C4=CC=CC=C4)(C5=CC=CC=C5)C6=CC=CC=C6)=CC=CC=C1 (bis(triphenylphosphine)palladium). Run in COCCOC.O.C(C)O (1,2-di-methoxyethane water ethanol). Conditions: temperature 150 celsius. Product: ClC=1C=C2C=C(NC2=CC1)S(=O)(=O)N1CCN(CC1)C(=O)C1=CC=C(C=C1)C=1C=CC(N(N1)CCN(C)C)=O (6-{4-[4-(5-chloro-1H-indole-2-sulphonyl)-piperazine-1-carbonyl]-phenyl}-2-(2-dimethylamino-ethyl)-2H-pyridazin-3-one). The yield is 60.7%. As a reaction SMILES: Cl[C:2]1[CH:3]=[CH:4][C:5](=[O:13])[N:6]([CH2:8][CH2:9][N:10]([CH3:12])[CH3:11])[N:7]=1.C(=O)([O-])[O-].[Cs+].[Cs+].[Cl:20][C:21]1[CH:22]=[C:23]2[C:27](=[CH:28][CH:29]=1)[NH:26][C:25]([S:30]([N:33]1[CH2:38][CH2:37][N:36]([C:39]([C:41]3[CH:46]=[CH:45][C:44](B(O)O)=[CH:43][CH:42]=3)=[O:40])[CH2:35][CH2:34]1)(=[O:32])=[O:31])=[CH:24]2>COCCOC.O.C(O)C.C1(C=CC=CC=1)[P](C1C=CC=CC=1)(C1C=CC=CC=1)[Pd][P](C1C=CC=CC=1)(C1C=CC=CC=1)C1C=CC=CC=1>[Cl:20][C:21]1[CH:22]=[C:23]2[C:27](=[CH:28][CH:29]=1)[NH:26][C:25]([S:30]([N:33]1[CH2:34][CH2:35][N:36]([C:39]([C:41]3[CH:42]=[CH:43][C:44]([C:2]4[CH:3]=[CH:4][C:5](=[O:13])[N:6]([CH2:8][CH2:9][N:10]([CH3:12])[CH3:11])[N:7]=4)=[CH:45][CH:46]=3)=[O:40])[CH2:37][CH2:38]1)(=[O:31])=[O:32])=[CH:24]2 |f:1.2.3,5.6.7,^1:65,79|. Procedure: 6-Chloro-2-(2-dimethylamino-ethyl)-2H-pyridazin-3-one (76 mg, 0.38 mmol), cesium carbonate (122 mg, 0.38 mmol) and bis(triphenylphosphine)palladium II chloride (21.9 mg, 0.03 mmol) was added to a microwave vial. The vial was evacuated and filled with argon twice. 4-({4-[(5-Chloro-1H-indol-2-yl)sulphonyl]piperazin-1-yl}carbonyl)phenyl boronic acid (140 mg, 0.31 mmol) dissolved in 4 mL 1,2-di-methoxyethane/water/ethanol (7:3:2) was added and the vial was once again evacuated and filled with argon....